Dataset: the Open Reaction Database (ORD), a public repository of structured organic reaction records. Task: describe an organic reaction: reactants, conditions, products, and yield The reactants are C(C)(=O)C1=CC=C(C=C1)N(S(=O)(=O)C)C (N-(4-acetyl-phenyl)-N-methyl-methanesulfonamide), C(=O)C1=CC(=C(OC(C(=O)O)(C)C)C=C1OC)C=1SC=CC1 (2-(4-formyl-5-methoxy-2-thiophen-2-yl-phenoxy)-2-methyl-propionic acid), C[O-].[Li+] (lithium methoxide). Solvent: CN(C)C=O (DMF), CO (MeOH), O (water). Run at time 6 hour. Product: CS(=O)(=O)N(C1=CC=C(C=C1)C(/C=C/C1=CC(=C(OC(C(=O)O)(C)C)C=C1OC)C=1SC=CC1)=O)C (2-(4-{3-[4-(Methanesulfonyl-methyl-amino)-phenyl]-3-oxo-E-propenyl}-5-methoxy-2-thiophen-2-yl-phenoxy)-2-methyl-propionic acid). RXN SMILES: [C:1]([C:4]1[CH:9]=[CH:8][C:7]([N:10]([CH3:15])[S:11]([CH3:14])(=[O:13])=[O:12])=[CH:6][CH:5]=1)(=[O:3])[CH3:2].[CH:16]([C:18]1[C:30]([O:31][CH3:32])=[CH:29][C:21]([O:22][C:23]([CH3:28])([CH3:27])[C:24]([OH:26])=[O:25])=[C:20]([C:33]2[S:34][CH:35]=[CH:36][CH:37]=2)[CH:19]=1)=O.C[O-].[Li+]>CN(C=O)C.CO.O>[CH3:14][S:11]([N:10]([CH3:15])[C:7]1[CH:6]=[CH:5][C:4]([C:1](=[O:3])/[CH:2]=[CH:16]/[C:18]2[C:30]([O:31][CH3:32])=[CH:29][C:21]([O:22][C:23]([CH3:28])([CH3:27])[C:24]([OH:26])=[O:25])=[C:20]([C:33]3[S:34][CH:35]=[CH:36][CH:37]=3)[CH:19]=2)=[CH:9][CH:8]=1)(=[O:12])=[O:13] |f:2.3|. Reported procedure: A solution of N-(4-acetyl-phenyl)-N-methyl-methanesulfonamide (Ex-101A, 298 mg, 1.31 mmol) and 2-(4-formyl-5-methoxy-2-thiophen-2-yl-phenoxy)-2-methyl-propionic acid (Ex-47D, 400 mg, 1.20 mmol) in DMF (5.25 mL) and MeOH (2.25 mL) was treated with lithium methoxide (182 mg, 4.8 mmol) and stirred for 6 hours at room temperature under nitrogen atmosphere. The reaction mixture was diluted with water (25 mL) which was then extracted with isopropyl acetate (2×50 mL). The aqueous portion was collected ...